From a dataset of the Open Reaction Database (ORD), a public repository of structured organic reaction records. describe an organic reaction: reactants, conditions, products, and yield Reactants: O1CC=C(CC1)C=1N(C2=CC=C(C=C2C1)SC)S(=O)(=O)C1=CC=CC=C1 (2-(5,6-dihydro-2H-4-pyranyl)-1-benzenesulfonyl-5-methylthioindole), OOS(=O)[O-].[K+] (OXONE), O1CCCC1.O (tetrahydrofuran water), O (water). Reaction conditions: time 15 hour. Yields the product O1CC=C(CC1)C=1N(C2=CC=C(C=C2C1)S(=O)(=O)C)S(=O)(=O)C1=CC=CC=C1 (2-(5,6-dihydro-2H-4-pyranyl)-1-benzenesulfonyl-5-methanesulfonylindole). As a reaction SMILES: [O:1]1[CH2:6][CH2:5][C:4]([C:7]2[N:8]([S:18]([C:21]3[CH:26]=[CH:25][CH:24]=[CH:23][CH:22]=3)(=[O:20])=[O:19])[C:9]3[C:14]([CH:15]=2)=[CH:13][C:12]([S:16][CH3:17])=[CH:11][CH:10]=3)=[CH:3][CH2:2]1.OOS([O-])=O.[K+].[OH2:33].O1CCCC1.[OH2:39]>>[O:1]1[CH2:6][CH2:5][C:4]([C:7]2[N:8]([S:18]([C:21]3[CH:22]=[CH:23][CH:24]=[CH:25][CH:26]=3)(=[O:20])=[O:19])[C:9]3[C:14]([CH:15]=2)=[CH:13][C:12]([S:16]([CH3:17])(=[O:39])=[O:33])=[CH:11][CH:10]=3)=[CH:3][CH2:2]1 |f:1.2,4.5|. Reported procedure: To a solution of the compound obtained in Example 14 (2) (33.7 mg) in a mixture of tetrahydrofuran/water (3:1, 4 ml), OXONE (registered trademark) (134 mg) was added at 15 to 30° C. and the mixture was stirred for 15 hours. The reaction solution was then poured into water, extracted with dichloromethane, dried over anhydrous magnesium sulfate, filtered and concentrated under reduced pressure. The resulting residue was separated using silica gel preparative thin-layer chromatography (hexane:ethyl... Reactants: CN(CCc1ccc(C(=O)O)cc1)C(=O)OC(C)(C)C, CNCCCN(C)C(=O)COC1Cc2ccccc2C12CCN(CCC1(c3ccc(F)cc3)CN(C(=O)c3cc(C(F)(F)F)cc(C(F)(F)F)c3)CO1)CC2. The product is CN(CCCN(C)C(=O)c1ccc(CCN(C)C(=O)OC(C)(C)C)cc1)C(=O)COC1Cc2ccccc2C12CCN(CCC1(c3ccc(F)cc3)CN(C(=O)c3cc(C(F)(F)F)cc(C(F)(F)F)c3)CO1)CC2. As a reaction SMILES: [C:1]([CH3:2])([CH3:3])([CH3:4])[O:5][C:6](=[O:7])[N:8]([CH2:9][CH2:10][c:11]1[cH:12][cH:13][c:14]([C:15](=[O:16])[OH:17])[cH:18][cH:19]1)[CH3:20].[F:21][C:22]([c:23]1[cH:24][c:25]([C:26](=[O:27])[N:28]2[CH2:29][O:30][C:31]([c:33]3[cH:34][cH:35][c:36]([F:39])[cH:37][cH:38]3)([CH2:40][CH2:41][N:42]3[CH2:43][CH2:44][C:45]4([CH:46]([O:54][CH2:55][C:56](=[O:57])[N:58]([CH2:59][CH2:60][CH2:61][NH:62][CH3:63])[CH3:64])[CH2:47][c:48]5[cH:49][cH:50][cH:51][cH:52][c:53]54)[CH2:65][CH2:66]3)[CH2:32]2)[cH:67][c:68]([C:70]([F:71])([F:72])[F:73])[cH:69]1)([F:74])[F:75]>>[C:1]([CH3:2])([CH3:3])([CH3:4])[O:5][C:6](=[O:7])[N:8]([CH2:9][CH2:10][c:11]1[cH:12][cH:13][c:14]([C:15](=[O:17])[N:62]([CH2:61][CH2:60][CH2:59][N:58]([C:56]([CH2:55][O:54][CH:46]2[C:45]3([CH2:44][CH2:43][N:42]([CH2:41][CH2:40][C:31]4([c:33]5[cH:34][cH:35][c:36]([F:39])[cH:37][cH:38]5)[O:30][CH2:29][N:28]([C:26]([c:25]5[cH:24][c:23]([C:22]([F:21])([F:74])[F:75])[cH:69][c:68]([C:70]([F:71])([F:72])[F:73])[cH:67]5)=[O:27])[CH2:32]4)[CH2:66][CH2:65]3)[c:53]3[c:48]([cH:49][cH:50][cH:51][cH:52]3)[CH2:47]2)=[O:57])[CH3:64])[CH3:63])[cH:18][cH:19]1)[CH3:20]. RXN SMILES: [C:32]([CH2:33][CH2:34][CH3:35])(=[O:36])[Cl:37].[CH3:44][c:45]1[cH:46][cH:47][cH:48][cH:49][cH:50]1.[OH:1][CH:2]([CH:3]=[CH:4][c:5]1[cH:6][cH:7][c:8](-[c:11]2[n:12][cH:13][c:14]([O:17][CH2:18][CH2:19][CH2:20][CH2:21][CH2:22][CH2:23][CH2:24][CH2:25][CH2:26][CH3:27])[cH:15][n:16]2)[cH:9][cH:10]1)[C:28]([F:29])([F:30])[F:31].[cH:38]1[cH:39][cH:40][n:41][cH:42][cH:43]1>>[O:1]([CH:2]([CH:3]=[CH:4][c:5]1[cH:6][cH:7][c:8](-[c:11]2[n:12][cH:13][c:14]([O:17][CH2:18][CH2:19][CH2:20][CH2:21][CH2:22][CH2:23][CH2:24][CH2:25][CH2:26][CH3:27])[cH:15][n:16]2)[cH:9][cH:10]1)[C:28]([F:29])([F:30])[F:31])[C:32]([CH2:33][CH2:34][CH3:35])=[O:36]. The product is CCCCCCCCCCOc1cnc(-c2ccc(C=CC(OC(=O)CCC)C(F)(F)F)cc2)nc1. Starting materials: CCCC(=O)Cl, Cc1ccccc1, CCCCCCCCCCOc1cnc(-c2ccc(C=CC(O)C(F)(F)F)cc2)nc1, c1ccncc1. The reactants are C1CCOC1, CC(C)CON, COc1ccc(S(=O)(=O)Cl)cc1, CCN(C(C)C)C(C)C, Cl. Yields the product COc1ccc(S(=O)(=O)NOCC(C)C)cc1. Reaction SMILES: [CH2:29]1[O:30][CH2:31][CH2:32][CH2:33]1.[CH2:2]([CH:3]([CH3:4])[CH3:5])[O:6][NH2:7].[CH3:8][O:9][c:10]1[cH:11][cH:12][c:13]([S:16](=[O:17])(=[O:18])[Cl:19])[cH:14][cH:15]1.[CH:20]([N:21]([CH:22]([CH3:23])[CH3:24])[CH2:25][CH3:26])([CH3:27])[CH3:28].[ClH:1]>>[CH2:2]([CH:3]([CH3:4])[CH3:5])[O:6][NH:7][S:16]([c:13]1[cH:12][cH:11][c:10]([O:9][CH3:8])[cH:15][cH:14]1)(=[O:17])=[O:18]. Starting materials: NC1=CC=C(C=C1)O (4-aminophenol), [H-].[Na+] (NaH), FC1=CC=C(C=C1)[N+](=O)[O-] (1-fluoro-4-nitrobenzene). Run in CN(C)C=O (DMF), CN(C)C=O (DMF). Reaction conditions: temperature 90 celsius, time 8 hour. Yields the product [N+](=O)([O-])C1=CC=C(OC2=CC=C(N)C=C2)C=C1 (4-(4-Nitrophenoxy)aniline). Isolated yield 99.9%. Reaction SMILES: [H-].[Na+].[NH2:3][C:4]1[CH:9]=[CH:8][C:7]([OH:10])=[CH:6][CH:5]=1.F[C:12]1[CH:17]=[CH:16][C:15]([N+:18]([O-:20])=[O:19])=[CH:14][CH:13]=1>CN(C=O)C>[N+:18]([C:15]1[CH:16]=[CH:17][C:12]([O:10][C:7]2[CH:8]=[CH:9][C:4]([NH2:3])=[CH:5][CH:6]=2)=[CH:13][CH:14]=1)([O-:20])=[O:19] |f:0.1|. Reported procedure: To a mixture of NaH (60% oily, 880 mg, 22.0 mmol) in DMF (40 mL) was added a solution of 4-aminophenol (2.40 g, 22.0 mmol) in DMF (30 mL) followed by 1-fluoro-4-nitrobenzene (2.12 mL, 20.0 mmol). The mixture was stirred at 90° C. overnight. After cooling, the mixture was extracted with ethyl acetate. The organic layer was washed with water and brine, dried over Na2SO4 then evaporated. Sequence purification on SiO2 column chromatography gave the title compound (4.60 g, quant): MS m/e 229 (M−1). Reactants: [Al+3], COC(=O)CCc1ccccc1OCCCc1oc(-n2ccnc2C)nc1-c1ccc(Cl)cc1, [H-], [H-], [H-], [H-], [Li+], [Na+], [Na+], C1CCOC1, O, O, O, O, O, O, O, O, O, O, O=S(=O)([O-])[O-]. Yields the product Cc1nccn1-c1nc(-c2ccc(Cl)cc2)c(CCCOc2ccccc2CCCO)o1. Reaction SMILES: [Al+3:36].[Cl:1][c:2]1[cH:3][cH:4][c:5](-[c:8]2[n:9][c:10](-[n:29]3[c:30]([CH3:34])[n:31][cH:32][cH:33]3)[o:11][c:12]2[CH2:13][CH2:14][CH2:15][O:16][c:17]2[c:18]([CH2:23][CH2:24][C:25](=[O:26])[O:27][CH3:28])[cH:19][cH:20][cH:21][cH:22]2)[cH:6][cH:7]1.[H-:35].[H-:38].[H-:39].[H-:40].[Li+:37].[Na+:56].[Na+:57].[O:58]1[CH2:59][CH2:60][CH2:61][CH2:62]1.[OH2:41].[OH2:42].[OH2:43].[OH2:44].[OH2:45].[OH2:46].[OH2:47].[OH2:48].[OH2:49].[OH2:50].[S:51]([O-:52])([O-:53])(=[O:54])=[O:55]>>[Cl:1][c:2]1[cH:3][cH:4][c:5](-[c:8]2[n:9][c:10](-[n:29]3[c:30]([CH3:34])[n:31][cH:32][cH:33]3)[o:11][c:12]2[CH2:13][CH2:14][CH2:15][O:16][c:17]2[c:18]([CH2:23][CH2:24][CH2:25][OH:26])[cH:19][cH:20][cH:21][cH:22]2)[cH:6][cH:7]1.